The task is: describe an organic reaction: reactants, conditions, products, and yield. This data is from the Open Reaction Database (ORD), a public repository of structured organic reaction records. The reactants are COC=1C=C2C(=CC=NC2=CC1OC)OC1=CC=C(N)C=C1 (4-[(6,7-Dimethoxy-4-quinolyl)oxy]aniline), BrC1=CC=C(C=C1)B(O)O (4-bromophenylboronic acid), ClCCl (dichloromethane). The reagents and catalysts are C(C)(=O)[O-].[Cu+2].C(C)(=O)[O-] (Copper(II) acetate). Run in C(C)N(CC)CC (triethylamine). Run at time 16 hour. The product is BrC1=CC=C(C=C1)NC1=CC=C(C=C1)OC1=CC=NC2=CC(=C(C=C12)OC)OC ((4-bromophenyl)-[4-(6,7-dimethoxy-4-quinolyloxy)phenyl]amine). The yield is 46.0%. RXN SMILES: [CH3:1][O:2][C:3]1[CH:4]=[C:5]2[C:10](=[CH:11][C:12]=1[O:13][CH3:14])[N:9]=[CH:8][CH:7]=[C:6]2[O:15][C:16]1[CH:22]=[CH:21][C:19]([NH2:20])=[CH:18][CH:17]=1.[Br:23][C:24]1[CH:29]=[CH:28][C:27](B(O)O)=[CH:26][CH:25]=1.ClCCl>C([O-])(=O)C.[Cu+2].C([O-])(=O)C.C(N(CC)CC)C>[Br:23][C:24]1[CH:29]=[CH:28][C:27]([NH:20][C:19]2[CH:21]=[CH:22][C:16]([O:15][C:6]3[C:5]4[C:10](=[CH:11][C:12]([O:13][CH3:14])=[C:3]([O:2][CH3:1])[CH:4]=4)[N:9]=[CH:8][CH:7]=3)=[CH:17][CH:18]=2)=[CH:26][CH:25]=1 |f:3.4.5|. Procedure: 4-[(6,7-Dimethoxy-4-quinolyl)oxy]aniline (100 mg) and 4-bromophenylboronic acid (80 mg) were dissolved in a mixed solution composed of dichloromethane (5 ml) and triethylamine (0.07 ml) to prepare a solution. Copper(II) acetate (50 mg) was added to the solution, and the mixture was stirred at room temperature for 16 hr. The stirred mixture was filtered, and the filtrate was then concentrated. The crude thus obtained was purified by chromatography on silica gel to give (4-bromophenyl)-[4-(6,7-dim...